This data is from the Open Reaction Database (ORD), a public repository of structured organic reaction records. The task is: describe an organic reaction: reactants, conditions, products, and yield Starting materials: C1(=CC=C(C=C1)CCC(C(C(=O)OC(C)(C)C)CCN1N=NC2=C(C1=O)C=CC=C2)O)C2=CC=CC=C2 (tert-butyl 5-biphenyl-4-yl-3-hydroxy-2-[2-(4-oxo-1,2,3-benzotriazin-3(4H)-yl)ethyl]pentanoate), FC(C(=O)O)(F)F (trifluoroacetic acid). Run in ClCCl (dichloromethane). Reaction conditions: time 2.5 hour. Product: C1(=CC=C(C=C1)CCC(C(C(=O)O)CCN1N=NC2=C(C1=O)C=CC=C2)O)C2=CC=CC=C2 (5-biphenyl-4-yl-3-hydroxy-2-[2-(4-oxo-1,2,3-benzotriazin-3(4H)-yl)ethyl]pentanoic acid). Isolated yield 45.1%. As a reaction SMILES: [C:1]1([C:32]2[CH:37]=[CH:36][CH:35]=[CH:34][CH:33]=2)[CH:6]=[CH:5][C:4]([CH2:7][CH2:8][CH:9]([OH:31])[CH:10]([CH2:18][CH2:19][N:20]2[C:25](=[O:26])[C:24]3[CH:27]=[CH:28][CH:29]=[CH:30][C:23]=3[N:22]=[N:21]2)[C:11]([O:13]C(C)(C)C)=[O:12])=[CH:3][CH:2]=1.FC(F)(F)C(O)=O>ClCCl>[C:1]1([C:32]2[CH:37]=[CH:36][CH:35]=[CH:34][CH:33]=2)[CH:2]=[CH:3][C:4]([CH2:7][CH2:8][CH:9]([OH:31])[CH:10]([CH2:18][CH2:19][N:20]2[C:25](=[O:26])[C:24]3[CH:27]=[CH:28][CH:29]=[CH:30][C:23]=3[N:22]=[N:21]2)[C:11]([OH:13])=[O:12])=[CH:5][CH:6]=1. Procedure: To a solution of the compound (100 mg) obtained from step 3 above in dichloromethane (2 ml) at 0° C. was added trifluoroacetic acid (8 ml) and stirred the reaction mixture for about 2-3 hours and then at room temperature for 3 hours. The solvent and excess reagents were evaporated under reduced pressure and the residue thus obtained was purified by preparative thin layer chromatography (eluant-ethyl acetate) to furnish the title compound (40 mg). Starting materials: CCOC(=O)C(C)Br, [K+], [K+], O=C([O-])[O-], Nc1c(Cl)cc(CC(OC(=O)N2CCC(N3CCc4ccccc4NC3=O)CC2)C(=O)N2CCN(C3CCNCC3)CC2)cc1C(F)(F)F, CN(C)C=O. Yields the product CCOC(=O)C(C)N1CCC(N2CCN(C(=O)C(Cc3cc(Cl)c(N)c(C(F)(F)F)c3)OC(=O)N3CCC(N4CCc5ccccc5NC4=O)CC3)CC2)CC1. RXN SMILES: [Br:56][CH:57]([C:58](=[O:59])[O:60][CH2:61][CH3:62])[CH3:63].[K+:50].[K+:51].[O-:52][C:53]([O-:54])=[O:55].[O:1]=[C:2]1[NH:3][c:4]2[c:5]([cH:46][cH:47][cH:48][cH:49]2)[CH2:6][CH2:7][N:8]1[CH:9]1[CH2:10][CH2:11][N:12]([C:15](=[O:16])[O:17][CH:18]([C:19]([N:20]2[CH2:21][CH2:22][N:23]([CH:26]3[CH2:27][CH2:28][NH:29][CH2:30][CH2:31]3)[CH2:24][CH2:25]2)=[O:32])[CH2:33][c:34]2[cH:35][c:36]([Cl:45])[c:37]([NH2:44])[c:38]([C:40]([F:41])([F:42])[F:43])[cH:39]2)[CH2:13][CH2:14]1.[O:64]=[CH:65][N:66]([CH3:67])[CH3:68]>>[O:1]=[C:2]1[NH:3][c:4]2[c:5]([cH:46][cH:47][cH:48][cH:49]2)[CH2:6][CH2:7][N:8]1[CH:9]1[CH2:10][CH2:11][N:12]([C:15](=[O:16])[O:17][CH:18]([C:19]([N:20]2[CH2:21][CH2:22][N:23]([CH:26]3[CH2:27][CH2:28][N:29]([CH:57]([C:58](=[O:59])[O:60][CH2:61][CH3:62])[CH3:63])[CH2:30][CH2:31]3)[CH2:24][CH2:25]2)=[O:32])[CH2:33][c:34]2[cH:35][c:36]([Cl:45])[c:37]([NH2:44])[c:38]([C:40]([F:41])([F:42])[F:43])[cH:39]2)[CH2:13][CH2:14]1. Starting materials: [BH4-], CC(C)O, O=Cc1c(Cl)cccc1-n1ccc2cc(C3CC3)cc(F)c2c1=O, ClCCl, [Na+]. Yields the product O=c1c2c(F)cc(C3CC3)cc2ccn1-c1cccc(Cl)c1CO. As a reaction SMILES: [BH4-:29].[CH:25]([OH:26])([CH3:27])[CH3:28].[Cl:1][c:2]1[c:3]([CH:4]=[O:5])[c:6](-[n:10]2[c:11](=[O:24])[c:12]3[c:13]([F:23])[cH:14][c:15]([CH:20]4[CH2:21][CH2:22]4)[cH:16][c:17]3[cH:18][cH:19]2)[cH:7][cH:8][cH:9]1.[Cl:31][CH2:32][Cl:33].[Na+:30]>>[Cl:1][c:2]1[c:3]([CH2:4][OH:5])[c:6](-[n:10]2[c:11](=[O:24])[c:12]3[c:13]([F:23])[cH:14][c:15]([CH:20]4[CH2:21][CH2:22]4)[cH:16][c:17]3[cH:18][cH:19]2)[cH:7][cH:8][cH:9]1. Reactants: C(C1=CC=CC=C1)N1CC2CCNC2C1.C12N(CCC2CNC1)C(=O)OCC (Ethyl 2,7-diazabicyclo[3.3.0]octane-2-carboxylate 7-Benzyl-2,7-diazabicyclo[3.3.0]octane), ClC(=O)OCC (ethyl chloroformate). Product: C(C1=CC=CC=C1)N1CC2CCN(C2C1)C(=O)OCC (ethyl 7-benzyl-2,7-diazabicyclo[3.3.0]octane-2-carboxylate). RXN SMILES: [CH2:1]([N:8]1[CH2:15][CH:14]2[CH:10]([CH2:11][CH2:12][NH:13]2)[CH2:9]1)[C:2]1[CH:7]=[CH:6][CH:5]=[CH:4][CH:3]=1.C12CNCC1CCN2[C:24]([O:26][CH2:27][CH3:28])=[O:25].ClC(OCC)=O>>[CH2:1]([N:8]1[CH2:15][CH:14]2[CH:10]([CH2:11][CH2:12][N:13]2[C:24]([O:26][CH2:27][CH3:28])=[O:25])[CH2:9]1)[C:2]1[CH:3]=[CH:4][CH:5]=[CH:6][CH:7]=1 |f:0.1|. Reported procedure: Ethyl 2,7-diazabicyclo[3.3.0]octane-2-carboxylate 7-Benzyl-2,7-diazabicyclo[3.3.0]octane (Example Jc) is reacted with ethyl chloroformate analogously to Example Oa) to give ethyl 7-benzyl-2,7-diazabicyclo[3.3.0]octane-2-carboxylate, and this is then debenzylated hydrogenolyrically analogously to Example Jd). A colorless oil of boiling point 90° C./0.1 mbar is obtained. The reactants are CC1CNCC(C)C1, CC#N, O=[N+]([O-])c1ccc(Cl)c2ccccc12. Yields the product CC1CNCC(C)C1c1ccc([N+](=O)[O-])c2ccccc12. Reaction SMILES: [CH3:15][CH:16]1[CH2:17][NH:18][CH2:19][CH:20]([CH3:22])[CH2:21]1.[CH3:23][C:24]#[N:25].[Cl:1][c:2]1[cH:3][cH:4][c:5]([N+:12](=[O:13])[O-:14])[c:6]2[cH:7][cH:8][cH:9][cH:10][c:11]12>>[c:2]1([CH:21]2[CH:16]([CH3:15])[CH2:17][NH:18][CH2:19][CH:20]2[CH3:22])[cH:3][cH:4][c:5]([N+:12](=[O:13])[O-:14])[c:6]2[cH:7][cH:8][cH:9][cH:10][c:11]12. Reactants: N1N=NN=C1 (tetrazole), C([O-])([O-])=O.[K+].[K+] (potassium carbonate), [I-].[K+] (potassium iodide), C(#N)C1=CC=C(C2=CC=CC=C12)CBr (1-cyano-4-bromomethyl-naphthalene). The solvent is CC(=O)C (acetone). Reaction conditions: time 3.5 hour. Yields the product C(#N)C1=CC=C(C2=CC=CC=C12)CN1N=CN=N1 (1-cyano-4-(2-tetrazolyl)methyl-naphthalene), IR(CH2Cl2). As a reaction SMILES: [NH:1]1[CH:5]=[N:4][N:3]=[N:2]1.C(=O)([O-])[O-].[K+].[K+].[I-].[K+].[C:14]([C:16]1[C:25]2[C:20](=[CH:21][CH:22]=[CH:23][CH:24]=2)[C:19]([CH2:26]Br)=[CH:18][CH:17]=1)#[N:15]>CC(C)=O>[C:14]([C:16]1[C:25]2[C:20](=[CH:21][CH:22]=[CH:23][CH:24]=2)[C:19]([CH2:26][N:2]2[N:3]=[N:4][CH:5]=[N:1]2)=[CH:18][CH:17]=1)#[N:15] |f:1.2.3,4.5|. Reported procedure: 420 mg of tetrazole, 553 mg of potassium carbonate and 53 mg of potassium iodide are added to a solution of 985 mg of 1-cyano-4-bromomethyl-naphthalene in 20 ml acetone, and the mixture is stirred for 3.5 hours at 45°. After the reaction mixture has cooled, the solvent is distilled off and the residue is dissolved in methylene chloride. The organic solution is washed with water and brine, then dried over sodium sulfate and concentrated. Separation by column chromatography yields first, by elutio... Reactants: COC(=O)C=1C(=C2C=C(C(N(C2=CN1)CC1=CC=CC=C1)=O)Br)O (1-benzyl-3-bromo-5-hydroxy-2-oxo-1,2-dihydro-[1,7]naphthyridine-6-carboxylic acid methyl ester), N1=C2C(=NO1)C=C(C=C2)B(O)O (benzo[1,2,5]oxadiazole-5-boronic acid), [O-]P(=O)([O-])[O-].[K+].[K+].[K+] (K3PO4), O (H2O), COC=1C=CC=C(C1C=2C=CC=CC2P(C3CCCCC3)C4CCCCC4)OC (SPhos), Cl (HCl). Reagents/catalysts: CC(=O)[O-].CC(=O)[O-].[Pd+2] (Pd(OAc)2). Solvent: [Cl-].[Na+].O (brine), CCOC(=O)C (EtOAc), C1(=CC=CC=C1)C (toluene). Conditions: temperature 100 celsius. The product is COC(=O)C=1C(=C2C=C(C(N(C2=CN1)CC1=CC=CC=C1)=O)C=1C=CC=2C(=NON2)C1)O (3-Benzo[1,2,5]oxadiazol-5-yl-1-benzyl-5-hydroxy-2-oxo-1,2-dihydro-[1,7]naphthyridine-6-carboxylic acid methyl ester). Isolated yield 36.7%. RXN SMILES: [CH3:1][O:2][C:3]([C:5]1[C:6]([OH:24])=[C:7]2[C:12](=[CH:13][N:14]=1)[N:11]([CH2:15][C:16]1[CH:21]=[CH:20][CH:19]=[CH:18][CH:17]=1)[C:10](=[O:22])[C:9](Br)=[CH:8]2)=[O:4].[N:25]1[O:29][N:28]=[C:27]2[CH:30]=[C:31](B(O)O)[CH:32]=[CH:33][C:26]=12.[O-]P([O-])([O-])=O.[K+].[K+].[K+].O.COC1C=CC=C(OC)C=1C1C=CC=CC=1P(C1CCCCC1)C1CCCCC1.Cl>C1(C)C=CC=CC=1.[Cl-].[Na+].O.CC([O-])=O.CC([O-])=O.[Pd+2].CCOC(C)=O>[CH3:1][O:2][C:3]([C:5]1[C:6]([OH:24])=[C:7]2[C:12](=[CH:13][N:14]=1)[N:11]([CH2:15][C:16]1[CH:21]=[CH:20][CH:19]=[CH:18][CH:17]=1)[C:10](=[O:22])[C:9]([C:31]1[CH:32]=[CH:33][C:26]3[C:27]([CH:30]=1)=[N:28][O:29][N:25]=3)=[CH:8]2)=[O:4] |f:2.3.4.5,10.11.12,13.14.15|. Procedure details: A mixture of 1-benzyl-3-bromo-5-hydroxy-2-oxo-1,2-dihydro-[1,7]naphthyridine-6-carboxylic acid methyl ester (80 mg, 0.21 mmol), benzo[1,2,5]oxadiazole-5-boronic acid (51 mg, 0.31 mmol), K3PO4 (87 mg, 0.41 mmol), H2O (7.4 mg, 0.41 mmol), SPhos (4.2 mg, 0.010 mmol) and Pd(OAc)2 (4.2 mg, 0.0062 mmol) in toluene (5 mL) was heated at 100° C. under nitrogen atmosphere for 16 h. After the mixture was cooled to r.t., brine and EtOAc were added. 1 M HCl was added with stirring until pH was about 3, and t... The reactants are C(#N)C1=CC=C(C=C1)NC=1C=NC=NC1 (5-[(4-cyanophenyl)amino]pyrimidine), BrC1=CC=C(CBr)C=C1 (4-bromobenzyl bromide). The product is BrC1=CC=C(CN(C2=CC=C(C=C2)C#N)C=2C=NC=NC2)C=C1 (5-[N-(4-Bromobenzyl)-N-(4-cyanophenyl)amino]pyrimidine). RXN SMILES: [C:1]([C:3]1[CH:8]=[CH:7][C:6]([NH:9][C:10]2[CH:11]=[N:12][CH:13]=[N:14][CH:15]=2)=[CH:5][CH:4]=1)#[N:2].[Br:16][C:17]1[CH:24]=[CH:23][C:20]([CH2:21]Br)=[CH:19][CH:18]=1>>[Br:16][C:17]1[CH:24]=[CH:23][C:20]([CH2:21][N:9]([C:10]2[CH:15]=[N:14][CH:13]=[N:12][CH:11]=2)[C:6]2[CH:7]=[CH:8][C:3]([C:1]#[N:2])=[CH:4][CH:5]=2)=[CH:19][CH:18]=1. Reported procedure: Starting compounds: 5-[(4-cyanophenyl)amino]pyrimidine and 4-bromobenzyl bromide The reactants are C(C1=CC=CC=C1)(C1=CC=CC=C1)NC(=O)N1C=C(C2=CC(=CC=C12)NC(=O)OC1CCCC1)CC1=C(C=C(C(=O)O)C=C1)OC (4-[1-(benzhydryl-carbamoyl)-5-(cyclopentyloxycarbonyl)amino-1H-indol-3-ylmethyl]-3-methoxy-benzoic acid), Cl.CN(CCCN=C=NCC)C (1-[3-(dimethylamino)propyl]-3-ethylcarbodiimide hydrochloride), C1(=C(C=CC=C1)S(=O)(=O)N)C (o-tolylsulfonamide). Reagents/catalysts: CN(C1=CC=NC=C1)C (4-dimethylaminopyridine). Run in C(Cl)Cl (methylene chloride), C(Cl)Cl (methylene chloride). Run at time 12 hour. Yields the product C(C1=CC=CC=C1)(C1=CC=CC=C1)NC(=O)N1C=C(C2=CC(=CC=C12)NC(=O)OC1CCCC1)CC1=C(C=C(C(=O)NS(=O)(=O)C2=C(C=CC=C2)C)C=C1)OC (4-[1-(benzhydryl-carbamoyl)-5-(cyclopentyloxycarbonyl)amino-1H-indol-3-ylmethyl]-3-methoxy-N-o-tolylsulfonylbenzamide). The yield is 72.9%. Reaction SMILES: [CH:1]([NH:14][C:15]([N:17]1[C:25]2[C:20](=[CH:21][C:22]([NH:26][C:27]([O:29][CH:30]3[CH2:34][CH2:33][CH2:32][CH2:31]3)=[O:28])=[CH:23][CH:24]=2)[C:19]([CH2:35][C:36]2[CH:44]=[CH:43][C:39]([C:40](O)=[O:41])=[CH:38][C:37]=2[O:45][CH3:46])=[CH:18]1)=[O:16])([C:8]1[CH:13]=[CH:12][CH:11]=[CH:10][CH:9]=1)[C:2]1[CH:7]=[CH:6][CH:5]=[CH:4][CH:3]=1.Cl.CN(C)CCCN=C=NCC.[C:59]1([CH3:69])[CH:64]=[CH:63][CH:62]=[CH:61][C:60]=1[S:65]([NH2:68])(=[O:67])=[O:66]>CN(C)C1C=CN=CC=1.C(Cl)Cl>[CH:1]([NH:14][C:15]([N:17]1[C:25]2[C:20](=[CH:21][C:22]([NH:26][C:27]([O:29][CH:30]3[CH2:31][CH2:32][CH2:33][CH2:34]3)=[O:28])=[CH:23][CH:24]=2)[C:19]([CH2:35][C:36]2[CH:44]=[CH:43][C:39]([C:40]([NH:68][S:65]([C:60]3[CH:61]=[CH:62][CH:63]=[CH:64][C:59]=3[CH3:69])(=[O:67])=[O:66])=[O:41])=[CH:38][C:37]=2[O:45][CH3:46])=[CH:18]1)=[O:16])([C:2]1[CH:3]=[CH:4][CH:5]=[CH:6][CH:7]=1)[C:8]1[CH:13]=[CH:12][CH:11]=[CH:10][CH:9]=1 |f:1.2|. Procedure: To a solution of 4-[1-(benzhydryl-carbamoyl)-5-(cyclopentyloxycarbonyl)amino-1H-indol-3-ylmethyl]-3-methoxy-benzoic acid (0.50 grams, 0.81 mmol), 4-dimethylaminopyridine (0.015 grams, 1.21 mmol) and 1-[3-(dimethylamino)propyl]-3-ethylcarbodiimide hydrochloride (EDC) (0.23 g, 1.21 mmol) in methylene chloride (30 mL) was added o-tolylsulfonamide (0.14 g, 0.81 mmol). The resulting solution was stirred for 12 hours at room temperature. The solution was diluted with methylene chloride and washed with...